Dataset: the Open Reaction Database (ORD), a public repository of structured organic reaction records. Task: describe an organic reaction: reactants, conditions, products, and yield Reactants: FB(F)F, [BH3-]C#N, O=C([O-])O, CCOCC, CCCc1cc(C(OCOC)(C(F)(F)F)C(F)(F)F)ccc1Oc1cccc(C2CO2)c1, [Na+], [Na+], C1CCOC1. Product: CCCc1cc(C(OCOC)(C(F)(F)F)C(F)(F)F)ccc1Oc1cccc(CCO)c1. RXN SMILES: [B:52]([F:53])([F:54])[F:55].[C:33]([BH3-:34])#[N:35].[C:37](=[O:38])([O-:39])[OH:40].[CH2:47]([O:48][CH2:49][CH3:50])[CH3:51].[F:1][C:2]([C:3]([C:4]([F:5])([F:6])[F:7])([O:8][CH2:9][O:10][CH3:11])[c:12]1[cH:13][c:14]([CH2:28][CH2:29][CH3:30])[c:15]([O:16][c:17]2[cH:18][c:19]([CH:23]3[O:24][CH2:25]3)[cH:20][cH:21][cH:22]2)[cH:26][cH:27]1)([F:31])[F:32].[Na+:36].[Na+:41].[O:42]1[CH2:43][CH2:44][CH2:45][CH2:46]1>>[F:1][C:2]([C:3]([C:4]([F:5])([F:6])[F:7])([O:8][CH2:9][O:10][CH3:11])[c:12]1[cH:13][c:14]([CH2:28][CH2:29][CH3:30])[c:15]([O:16][c:17]2[cH:18][c:19]([CH2:23][CH2:25][OH:24])[cH:20][cH:21][cH:22]2)[cH:26][cH:27]1)([F:31])[F:32]. Starting materials: OC1=CC=C(C=C1)N1CCNCC1 (N-(4-Hydroxyphenyl)-piperazine), C(C)(C)O (isopropanol), ClC1=CC=C(C=C1)[N+](=O)[O-] (1-chloro-4-nitrobenzene), C(C)(C)N(C(C)C)CC (N,N-Diisopropylethylamine). Run in CN1C(CCC1)=O (N-Methylpyrrolidone). The product is OC1=CC=C(C=C1)N1CCN(CC1)C1=CC=C(C=C1)[N+](=O)[O-] (N-(4-Hydroxyphenyl)-N′-(4′-nitrophenyl)-piperazine). RXN SMILES: [OH:1][C:2]1[CH:7]=[CH:6][C:5]([N:8]2[CH2:13][CH2:12][NH:11][CH2:10][CH2:9]2)=[CH:4][CH:3]=1.Cl[C:15]1[CH:20]=[CH:19][C:18]([N+:21]([O-:23])=[O:22])=[CH:17][CH:16]=1.C(N(CC)C(C)C)(C)C.C(O)(C)C>CN1CCCC1=O>[OH:1][C:2]1[CH:3]=[CH:4][C:5]([N:8]2[CH2:13][CH2:12][N:11]([C:15]3[CH:20]=[CH:19][C:18]([N+:21]([O-:23])=[O:22])=[CH:17][CH:16]=3)[CH2:10][CH2:9]2)=[CH:6][CH:7]=1. Procedure details: Under nitrogen, 420 g (2.36 mol) N-(4-Hydroxyphenyl)-piperazine, 520.6 g (3.30 mol) 1-chloro-4-nitrobenzene and 457.5 g (3.54 mol) N,N-Diisopropylethylamine (Hünig's Base) are suspended in 1260 ml N-Methylpyrrolidone and heated to 120°-125° C. The clear solution is stirred at 120°-125° C. and the reaction is followed by HPLC. After complete reaction (5-7 hours) the solution is cooled to 75°-80° C. and 6.3 liters of isopropanol are added over a period of about 30 minutes to the reaction mixture w... The reactants are Br, CC(=O)OCC1(CBr)CCCCC1, CCO. The product is OCC1(CBr)CCCCC1. Reaction SMILES: [BrH:14].[C:1](=[O:2])([CH3:3])[O:4][CH2:5][C:6]1([CH2:12][Br:13])[CH2:7][CH2:8][CH2:9][CH2:10][CH2:11]1.[CH3:15][CH2:16][OH:17]>>[OH:4][CH2:5][C:6]1([CH2:12][Br:13])[CH2:7][CH2:8][CH2:9][CH2:10][CH2:11]1. The reactants are CC1(C)CNC(=O)O1, Cc1cc(C)c(N2CCN(C(=O)c3ccc(I)cc3)CC2)nc1C. The product is Cc1cc(C)c(N2CCN(C(=O)c3ccc(N4CC(C)(C)OC4=O)cc3)CC2)nc1C. Reaction SMILES: [CH3:25][C:26]1([CH3:32])[CH2:27][NH:28][C:29](=[O:31])[O:30]1.[I:1][c:2]1[cH:3][cH:4][c:5]([C:8](=[O:9])[N:10]2[CH2:11][CH2:12][N:13]([c:16]3[n:17][c:18]([CH3:24])[c:19]([CH3:23])[cH:20][c:21]3[CH3:22])[CH2:14][CH2:15]2)[cH:6][cH:7]1>>[c:2]1([N:28]2[CH2:27][C:26]([CH3:25])([CH3:32])[O:30][C:29]2=[O:31])[cH:3][cH:4][c:5]([C:8](=[O:9])[N:10]2[CH2:11][CH2:12][N:13]([c:16]3[n:17][c:18]([CH3:24])[c:19]([CH3:23])[cH:20][c:21]3[CH3:22])[CH2:14][CH2:15]2)[cH:6][cH:7]1. Reactants: C(C)OC(C(CCCCCCC1CCCC1)=C)=O (8-cyclopentyl-2-methyleneoctanoic acid ethyl ester), ClC1=CC(=CC=C1)C(=O)OO (m-chloroperbenzoic acid). Run in C(Cl)Cl (methylene chloride). Yields the product C(C)OC(=O)C1(OC1)CCCCCCC1CCCC1 (2-(6-Cyclopentylhexyl)-oxirane-2-carboxylic acid ethyl ester). As a reaction SMILES: [CH2:1]([O:3][C:4](=[O:18])[C:5](=[CH2:17])[CH2:6][CH2:7][CH2:8][CH2:9][CH2:10][CH2:11][CH:12]1[CH2:16][CH2:15][CH2:14][CH2:13]1)[CH3:2].ClC1C=CC=C(C(OO)=[O:27])C=1>C(Cl)Cl>[CH2:1]([O:3][C:4]([C:5]1([CH2:6][CH2:7][CH2:8][CH2:9][CH2:10][CH2:11][CH:12]2[CH2:13][CH2:14][CH2:15][CH2:16]2)[CH2:17][O:27]1)=[O:18])[CH3:2]. Procedure: 5.33 g of the title compound, in the form of a nearly colourless oil, which is purified by chromatography on silica gel (migrating agent: 90:10 petroleum ether/ethyl acetate), are obtained by the procedure described in Example (1a) from 11.4 g of 8-cyclopentyl-2-methyleneoctanoic acid ethyl ester and 15.6 g of m-chloroperbenzoic acid in 120 ml of methylene chloride The reactants are CC(C)[Si](OC/C(=C/C(=O)OCC)/C)(C(C)C)C(C)C ((E)-ethyl 4-[tris-(1-methylethyl)silyloxy]-3-methylbut-2-enoate), [H-].[Al+3].[Li+].[H-].[H-].[H-] (lithium aluminum hydride), C(=O)([O-])C(O)C(O)C(=O)[O-].[Na+].[K+] (potassium sodium tartrate), C1CCOC1 (THF). Solvent: CCOCC (Et2O), CCOCC (Et2O). Reaction conditions: time 30 minute. Yields the product CC(C)[Si](O/C(=C/CO)/C)(C(C)C)C(C)C ((E)-3-[tris-(1-methylethyl)silyloxy]but-2-en-1-ol). Reaction SMILES: [CH3:1][CH:2]([Si:4]([CH:18]([CH3:20])[CH3:19])([CH:15]([CH3:17])[CH3:16])[O:5]C/C(/C)=C/C(OCC)=O)[CH3:3].[H-].[Al+3].[Li+].[H-].[H-].[H-].[CH2:27]1[CH2:31][O:30][CH2:29][CH2:28]1.C(C(C(C([O-])=O)O)O)([O-])=O.[Na+].[K+]>CCOCC>[CH3:17][CH:15]([Si:4]([CH:18]([CH3:20])[CH3:19])([CH:2]([CH3:3])[CH3:1])[O:5]/[C:27](/[CH3:31])=[CH:28]/[CH2:29][OH:30])[CH3:16] |f:1.2.3.4.5.6,8.9.10|. Procedure details: To a 0° C. solution of (E)-ethyl 4-[tris-(1-methylethyl)silyloxy]-3-methylbut-2-enoate (5 g, 17.6 mmol) in dry Et2O was added a solution of lithium aluminum hydride (17.6 mL, 17.6 mmol, 1 M in Et2O). After 30 minutes, the reaction mixture was neutralized by dropwise addition of THF followed by addition of a saturated solution of potassium sodium tartrate. The reaction mixture was stirred overnight and then diluted with Et2O. The organic layer was separated and washed with water, dried over MgSO4... Reactants: Cc1cc(C)c(N2CCNCC2)c(C)c1, CCO, Cl, [Na+], CCOC(=O)c1ccc(N2CCOC2=O)cc1, [OH-]. Yields the product Cc1cc(C)c(N2CCN(C(=O)c3ccc(N4CCOC4=O)cc3)CC2)c(C)c1. RXN SMILES: [CH3:21][c:22]1[c:23]([N:30]2[CH2:31][CH2:32][NH:33][CH2:34][CH2:35]2)[c:24]([CH3:29])[cH:25][c:26]([CH3:28])[cH:27]1.[CH3:36][CH2:37][OH:38].[ClH:20].[Na+:19].[O:1]=[C:2]1[O:3][CH2:4][CH2:5][N:6]1[c:7]1[cH:8][cH:9][c:10]([C:11]([O:13][CH2:12][CH3:14])=[O:15])[cH:16][cH:17]1.[OH-:18]>>[O:1]=[C:2]1[O:3][CH2:4][CH2:5][N:6]1[c:7]1[cH:8][cH:9][c:10]([C:11](=[O:13])[N:33]2[CH2:32][CH2:31][N:30]([c:23]3[c:22]([CH3:21])[cH:27][c:26]([CH3:28])[cH:25][c:24]3[CH3:29])[CH2:35][CH2:34]2)[cH:16][cH:17]1. Reactants: C(C)OC(=O)C1=C(C=2C=NC=CC2N1C)N (3-Amino-1-methyl-1H-pyrrolo[3,2-c]pyridine-2-carboxylic acid ethyl ester), C([O-])([O-])=O.[Cs+].[Cs+] (cesium carbonate), FC1=C(C=CC(=C1)[Si](C)(C)C)OS(=O)(=O)C(F)(F)F (trifluoro-methanesulfonic acid 2-fluoro-4-trimethylsilanyl-phenyl ester), CC1(C2=C(C(=CC=C2)P(C3=CC=CC=C3)C4=CC=CC=C4)OC5=C(C=CC=C51)P(C6=CC=CC=C6)C7=CC=CC=C7)C (Xantphos). Reagents/catalysts: C=1C=CC(=CC1)/C=C/C(=O)/C=C/C2=CC=CC=C2.C=1C=CC(=CC1)/C=C/C(=O)/C=C/C2=CC=CC=C2.C=1C=CC(=CC1)/C=C/C(=O)/C=C/C2=CC=CC=C2.[Pd].[Pd] (Pd2(dba)3). The solvent is C1(=CC=CC=C1)C (toluene). Yields the product C(C)OC(=O)C1=C(C=2C=NC=CC2N1C)NC1=C(C=C(C=C1)[Si](C)(C)C)F (3-(2-Fluoro-4-trimethylsilanyl-phenylamino)-1-methyl-1H-pyrrolo[3,2-c]pyridine-2-carboxylic acid ethyl ester). The yield is 85.1%. As a reaction SMILES: [CH2:1]([O:3][C:4]([C:6]1[N:14]([CH3:15])[C:13]2[CH:12]=[CH:11][N:10]=[CH:9][C:8]=2[C:7]=1[NH2:16])=[O:5])[CH3:2].[F:17][C:18]1[CH:23]=[C:22]([Si:24]([CH3:27])([CH3:26])[CH3:25])[CH:21]=[CH:20][C:19]=1OS(C(F)(F)F)(=O)=O.CC1(C)C2C(=C(P(C3C=CC=CC=3)C3C=CC=CC=3)C=CC=2)OC2C(P(C3C=CC=CC=3)C3C=CC=CC=3)=CC=CC1=2.C(=O)([O-])[O-].[Cs+].[Cs+]>C1(C)C=CC=CC=1.C1C=CC(/C=C/C(/C=C/C2C=CC=CC=2)=O)=CC=1.C1C=CC(/C=C/C(/C=C/C2C=CC=CC=2)=O)=CC=1.C1C=CC(/C=C/C(/C=C/C2C=CC=CC=2)=O)=CC=1.[Pd].[Pd]>[CH2:1]([O:3][C:4]([C:6]1[N:14]([CH3:15])[C:13]2[CH:12]=[CH:11][N:10]=[CH:9][C:8]=2[C:7]=1[NH:16][C:19]1[CH:20]=[CH:21][C:22]([Si:24]([CH3:26])([CH3:25])[CH3:27])=[CH:23][C:18]=1[F:17])=[O:5])[CH3:2] |f:3.4.5,7.8.9.10.11|. Procedure: 3-Amino-1-methyl-1H-pyrrolo[3,2-c]pyridine-2-carboxylic acid ethyl ester (25 g, 114 mmol), trifluoro-methanesulfonic acid 2-fluoro-4-trimethylsilanyl-phenyl ester (47.0 g, 149 mmol), Pd2(dba)3 (5.0 g, 5.5 mmol), Xantphos (6.5 g, 11.3 mmol) and cesium carbonate (74.5 g, 228 mmol) were suspended in toluene (500 mL) and the flask evacuated and purged with argon. The reaction mixture was heated at reflux for 18 hours. The mixture was cooled and filtered through Celite® washing through with toluene. ... The reactants are ClC1=CC=C(C=C1)N(N)C(C1=CC=CC=C1)=O (N1 -p-chlorophenyl-N1 -benzoylhydrazine), cyclohexanone-3-carboxylic acid, C(C)(=O)O (acetic acid). Solvent: C1CCCCC1 (cyclohexane). Run at time 3 hour. Product: C(C1=CC=CC=C1)(=O)N1C2=CC=C(C=C2C=2CCC(CC12)C(=O)O)Cl (9-benzoyl-6-chloro-1,2,3,4-tetrahydrocarbazole-2-carboxylic acid). RXN SMILES: [Cl:1][C:2]1[CH:7]=[CH:6][C:5]([N:8]([C:10](=[O:17])[C:11]2[CH:16]=[CH:15][CH:14]=[CH:13][CH:12]=2)N)=[CH:4][CH:3]=1.[C:18]([OH:21])(=[O:20])[CH3:19]>C1CCCCC1>[C:10]([N:8]1[C:3]2[CH2:4][CH:19]([C:18]([OH:21])=[O:20])[CH2:6][CH2:7][C:2]=2[C:6]2[C:5]1=[CH:4][CH:3]=[C:2]([Cl:1])[CH:7]=2)(=[O:17])[C:11]1[CH:16]=[CH:15][CH:14]=[CH:13][CH:12]=1. Procedure: A stirred mixture of 2.0 g. of N1 -p-chlorophenyl-N1 -benzoylhydrazine, 1.1 g. of cyclohexanone-3-carboxylic acid, 5 ml. of glacial acetic acid and 7 ml. of cyclohexane were heated under an atmosphere of nitrogen. After 3 hours of stirring at reflux, the reaction mixture was concentrated under reduced pressure and 10 ml. of ethanol was added to the residue. After standing overnight in the refrigerator, the insoluble portion was removed by filtration, washed with a small amount of cold ethanol an... Reactants: CCCOc1ccccc1C1=NC(=O)C2=NC(S)=NC2=N1, CI, Cl, [Na+], [OH-]. The product is CCCOc1ccccc1C1=NC(=O)C2=NC(SC)=NC2=N1. RXN SMILES: [CH2:3]([CH2:4][CH3:5])[O:6][c:7]1[c:8]([C:13]2=[N:14][C:15](=[O:23])[C:16]3=[N:17][C:18]([SH:22])=[N:19][C:20]3=[N:21]2)[cH:9][cH:10][cH:11][cH:12]1.[CH3:1][I:2].[ClH:26].[Na+:25].[OH-:24]>>[CH3:1][S:22][C:18]1=[N:19][C:20]2=[N:21][C:13]([c:8]3[c:7]([O:6][CH2:3][CH2:4][CH3:5])[cH:12][cH:11][cH:10][cH:9]3)=[N:14][C:15](=[O:23])[C:16]2=[N:17]1.